Task: describe an organic reaction: reactants, conditions, products, and yield. Dataset: the Open Reaction Database (ORD), a public repository of structured organic reaction records Reactants: O (water), NCC(CNC(OC(C)(C)C)=O)C (tert-butyl (3-amino-2-methylpropyl)carbamate), TEA, C(#N)C1=CC=C(C=C1)S(=O)(=O)Cl (4-cyanobenzene-1-sulfonyl chloride). Run in C1CCOC1 (THF). Conditions: time 16 hour. Yields the product C(#N)C1=CC=C(C=C1)S(=O)(=O)NCC(CNC(OC(C)(C)C)=O)C (tert-butyl (3-(4-cyanophenylsulfonamido)-2-methylpropyl)carbamate). Yield: 72.8%. Reaction SMILES: [NH2:1][CH2:2][CH:3]([CH3:13])[CH2:4][NH:5][C:6](=[O:12])[O:7][C:8]([CH3:11])([CH3:10])[CH3:9].[C:14]([C:16]1[CH:21]=[CH:20][C:19]([S:22](Cl)(=[O:24])=[O:23])=[CH:18][CH:17]=1)#[N:15].O>C1COCC1>[C:14]([C:16]1[CH:17]=[CH:18][C:19]([S:22]([NH:1][CH2:2][CH:3]([CH3:13])[CH2:4][NH:5][C:6](=[O:12])[O:7][C:8]([CH3:9])([CH3:11])[CH3:10])(=[O:24])=[O:23])=[CH:20][CH:21]=1)#[N:15]. Reported procedure: To a solution of tert-butyl (3-amino-2-methylpropyl)carbamate (200 mg, 1.06 mmol) and TEA (0.444 mL, 3.19 mmol) in THF (5 mL) was added 4-cyanobenzene-1-sulfonyl chloride (214 mg, 1.06 mmol), and the mixture was stirred at room temperature for 16 hr. To the reaction solution was added water, and the mixture was extracted with ethyl acetate. The organic layer was washed with water and saturated brine, and dried, and the solvent was evaporated under reduced pressure. The obtained residue was purif... Starting materials: CCOC(C)=O, CN(C)C=O, O=Cc1cccc(F)c1, [H-], CCOP(=O)(Cc1ccc([N+](=O)[O-])cc1)OCC, [Na+]. Product: O=[N+]([O-])c1ccc(C=Cc2cccc(F)c2)cc1. RXN SMILES: [CH3:30][CH2:31][O:32][C:33](=[O:34])[CH3:35].[CH3:36][N:37]([CH3:38])[CH:39]=[O:40].[F:21][c:22]1[cH:23][c:24]([CH:25]=[O:26])[cH:27][cH:28][cH:29]1.[H-:1].[N+:3](=[O:4])([O-:5])[c:6]1[cH:7][cH:8][c:9]([CH2:10][P:11](=[O:12])([O:13][CH2:14][CH3:15])[O:16][CH2:17][CH3:18])[cH:19][cH:20]1.[Na+:2]>>[N+:3](=[O:4])([O-:5])[c:6]1[cH:7][cH:8][c:9]([CH:10]=[CH:25][c:24]2[cH:23][c:22]([F:21])[cH:29][cH:28][cH:27]2)[cH:19][cH:20]1.